Dataset: the Open Reaction Database (ORD), a public repository of structured organic reaction records. Task: describe an organic reaction: reactants, conditions, products, and yield Starting materials: C(CC)C1=C(C=CC=C1O)O (2-propyl-1,3-dihydroxybenzene), BrC(C(=O)OCC)C (ethyl 2-bromopropionate). Run in O1CCCC1 (tetrahydrofuran). The product is C(CC)C1=C(OC(C(=O)OCC)C)C=CC=C1O (ethyl 2-(2-propyl-3-hydroxyphenoxy) -propanoate), solid. The yield is 36.0%. RXN SMILES: [CH2:1]([C:4]1[C:9]([OH:10])=[CH:8][CH:7]=[CH:6][C:5]=1[OH:11])[CH2:2][CH3:3].Br[CH:13]([CH3:19])[C:14]([O:16][CH2:17][CH3:18])=[O:15]>O1CCCC1>[CH2:1]([C:4]1[C:9]([OH:10])=[CH:8][CH:7]=[CH:6][C:5]=1[O:11][CH:13]([CH3:19])[C:14]([O:16][CH2:17][CH3:18])=[O:15])[CH2:2][CH3:3]. Procedure details: Sodium hydride (1.08 g of a 60% oil dispersion, 27 mmoles) under an argon atmosphere was washed with 15 ml of dry hexane. The hexane supernatant was removed via syringe. Dry tetrahydrofuran (60 ml) was added to the sodium hydride and, with stirring at room temperature, the 2-propyl-1,3-dihydroxybenzene (4.08 g, 27 mmoles) was added as a 40 ml tetrahydrofuran solution. After stirring at room temperature for 25 minutes, the ethyl 2-bromopropionate (4.64 g, 26 mmoles) was added rapidly. After stirr...